From a dataset of the Open Reaction Database (ORD), a public repository of structured organic reaction records. describe an organic reaction: reactants, conditions, products, and yield The reactants are CC1=NOC2=C1C1=C(C(N[C@H]2CC(=O)OC(C)(C)C)=O)C=CC=C1 (tert-butyl 2-((4S)-1-methyl-6-oxo-5,6-dihydro-4H-benzo[c]isoxazolo[4,5-e]azepin-4-yl)acetate), Cl (hydrochloric acid). Solvent: CO (MeOH). Conditions: time 24 hour. The product is CC1=NOC2=C1C1=C(C(N[C@H]2CC(=O)OC)=O)C=CC=C1 (methyl 2-((4S)-1-methyl-6-oxo-5,6-dihydro-4H-benzo[c]isoxazolo[4,5-e]azepin-4-yl)acetate). Yield: 55.1%. Reaction SMILES: [CH3:1][C:2]1[C:6]2[C:7]3[CH:24]=[CH:23][CH:22]=[CH:21][C:8]=3[C:9](=[O:20])[NH:10][C@@H:11]([CH2:12][C:13]([O:15][C:16](C)(C)C)=[O:14])[C:5]=2[O:4][N:3]=1.Cl>CO>[CH3:1][C:2]1[C:6]2[C:7]3[CH:24]=[CH:23][CH:22]=[CH:21][C:8]=3[C:9](=[O:20])[NH:10][C@@H:11]([CH2:12][C:13]([O:15][CH3:16])=[O:14])[C:5]=2[O:4][N:3]=1. Procedure details: To a re-sealable vial containing a solution of tert-butyl 2-((4S)-1-methyl-6-oxo-5,6-dihydro-4H-benzo[c]isoxazolo[4,5-e]azepin-4-yl)acetate (1.04 g, 3.17 mmol) in MeOH (10 mL) was added hydrochloric acid (0.792 mL, 3.17 mmol, 4 M in 1,4-dioxane). After complete addition of reagents the reaction mixture was allowed to age until complete consumption of the carboxylic acid was detected by LC-MS. After ˜24 h, the reaction mixture was cooled to room temperature and concentrated in vacuo to give yello...